Dataset: the Open Reaction Database (ORD), a public repository of structured organic reaction records. Task: describe an organic reaction: reactants, conditions, products, and yield Starting materials: C(C)OC(C1=C(C=CC(=C1)SC1=C(NC2=C(C(=CC=C12)Cl)F)C)OC)=O (5-(6-Chloro-7-fluoro-2-methyl-1H-indol-3-ylsulfanyl)-2-methoxy-benzoic acid ethyl ester), BrC=1C=NN(C1)CCC (4-bromo-1-propyl-1H-pyrazole). Product: C(C)OC(C1=C(C=CC(=C1)SC1=C(N(C2=C(C(=CC=C12)Cl)F)C=1C=NN(C1)CCC)C)OC)=O (5-[6-Chloro-1-(1-propyl-1H-pyrazol-4-yl)-7-fluoro-2-methyl-1H-indol-3-ylsulfanyl]-2-methoxy-benzoic acid ethyl ester). RXN SMILES: [CH2:1]([O:3][C:4](=[O:26])[C:5]1[CH:10]=[C:9]([S:11][C:12]2[C:20]3[C:15](=[C:16]([F:22])[C:17]([Cl:21])=[CH:18][CH:19]=3)[NH:14][C:13]=2[CH3:23])[CH:8]=[CH:7][C:6]=1[O:24][CH3:25])[CH3:2].Br[C:28]1[CH:29]=[N:30][N:31]([CH2:33][CH2:34][CH3:35])[CH:32]=1>>[CH2:1]([O:3][C:4](=[O:26])[C:5]1[CH:10]=[C:9]([S:11][C:12]2[C:20]3[C:15](=[C:16]([F:22])[C:17]([Cl:21])=[CH:18][CH:19]=3)[N:14]([C:28]3[CH:29]=[N:30][N:31]([CH2:33][CH2:34][CH3:35])[CH:32]=3)[C:13]=2[CH3:23])[CH:8]=[CH:7][C:6]=1[O:24][CH3:25])[CH3:2]. Reported procedure: Prepared according to the procedure described in Example 55, Step 2 using the following starting materials: 5-(6-Chloro-7-fluoro-2-methyl-1H-indol-3-ylsulfanyl)-2-methoxy-benzoic acid ethyl ester and 4-bromo-1-propyl-1H-pyrazole. The reactants are CCCc1ccc2oc(C(=O)c3ccccc3)c(C)c2c1O, [K+], NN, [OH-], O=C(O)CC(O)(CC(=O)O)C(=O)O, OCCO. Product: CCCc1ccc2oc(Cc3ccccc3)c(C)c2c1O. Reaction SMILES: [C:1]([c:2]1[cH:3][cH:4][cH:5][cH:6][cH:7]1)(=[O:8])[c:9]1[o:10][c:11]2[c:12]([c:13]1[CH3:14])[c:15]([OH:22])[c:16]([CH2:19][CH2:20][CH3:21])[cH:17][cH:18]2.[K+:24].[NH2:25][NH2:26].[OH-:23].[OH:27][C:28]([CH2:29][C:30]([C:31](=[O:32])[OH:33])([CH2:34][C:35](=[O:36])[OH:37])[OH:38])=[O:39].[OH:40][CH2:41][CH2:42][OH:43]>>[CH2:1]([c:2]1[cH:3][cH:4][cH:5][cH:6][cH:7]1)[c:9]1[o:10][c:11]2[c:12]([c:13]1[CH3:14])[c:15]([OH:22])[c:16]([CH2:19][CH2:20][CH3:21])[cH:17][cH:18]2. The reactants are Fc1ccccc1CBr, CC(C)=O, [K+], [K+], O=C([O-])[O-], COC(=O)c1cccc(-c2ccc(O)cc2)n1. Reaction SMILES: [Br:24][CH2:25][c:26]1[c:27]([F:32])[cH:28][cH:29][cH:30][cH:31]1.[CH3:33][C:34](=[O:35])[CH3:36].[K+:18].[K+:19].[O-:20][C:21]([O-:22])=[O:23].[OH:1][c:2]1[cH:3][cH:4][c:5](-[c:8]2[cH:9][cH:10][cH:11][c:12]([C:14](=[O:15])[O:16][CH3:17])[n:13]2)[cH:6][cH:7]1>>[O:1]([c:2]1[cH:3][cH:4][c:5](-[c:8]2[cH:9][cH:10][cH:11][c:12]([C:14](=[O:15])[O:16][CH3:17])[n:13]2)[cH:6][cH:7]1)[CH2:25][c:26]1[c:27]([F:32])[cH:28][cH:29][cH:30][cH:31]1. The product is COC(=O)c1cccc(-c2ccc(OCc3ccccc3F)cc2)n1. Yields the product NCc1nnc(-c2cn3ccnc3c(Cl)c2Nc2ccc(Br)cc2F)o1. Reaction SMILES: [Br:1][c:2]1[cH:3][c:4]([F:26])[c:5]([NH:8][c:9]2[c:10]([Cl:25])[c:11]3[n:12]([cH:13][c:14]2-[c:15]2[o:16][c:17]([CH2:20][Cl:21])[n:18][n:19]2)[cH:22][cH:23][n:24]3)[cH:6][cH:7]1.[I-:28].[K+:27].[NH3:29].[O:30]1[CH2:31][CH2:32][CH2:33][CH2:34]1>>[Br:1][c:2]1[cH:3][c:4]([F:26])[c:5]([NH:8][c:9]2[c:10]([Cl:25])[c:11]3[n:12]([cH:13][c:14]2-[c:15]2[o:16][c:17]([CH2:20][NH2:29])[n:18][n:19]2)[cH:22][cH:23][n:24]3)[cH:6][cH:7]1. Starting materials: Fc1cc(Br)ccc1Nc1c(-c2nnc(CCl)o2)cn2ccnc2c1Cl, [I-], [K+], N, C1CCOC1.